From a dataset of the Open Reaction Database (ORD), a public repository of structured organic reaction records. describe an organic reaction: reactants, conditions, products, and yield Starting materials: FC1=C2C=CC=C(C2=CC=C1)OC1CCN(CC1)CC (4-(5-fluoro-1-naphthalenyloxy)-1-ethylpiperidine), C1=C(C=CC2=CC=CC=C12)OC1CCN(CC1)CC1=CC=CC=C1 (4-(2-naphthalenyloxy)-1-(phenylmethyl)piperidine). Product: FC1=C2C=CC=C(C2=CC=C1)OC1CCNCC1 (4-(5-fluoro-1-naphthalenyloxy)piperidine). As a reaction SMILES: [F:1][C:2]1[CH:11]=[CH:10][CH:9]=[C:8]2[C:3]=1[CH:4]=[CH:5][CH:6]=[C:7]2[O:12][CH:13]1[CH2:18][CH2:17][N:16](CC)[CH2:15][CH2:14]1.C1C2C(=CC=CC=2)C=CC=1OC1CCN(CC2C=CC=CC=2)CC1>>[F:1][C:2]1[CH:11]=[CH:10][CH:9]=[C:8]2[C:3]=1[CH:4]=[CH:5][CH:6]=[C:7]2[O:12][CH:13]1[CH2:14][CH2:15][NH:16][CH2:17][CH2:18]1. Procedure details: When in the procedure of Example 7, 4-(5-fluoro-1-naphthalenyloxy)-1-ethylpiperidine is substituted for 4-(2-naphthalenyloxy)-1-(phenylmethyl)piperidine, 4-(5-fluoro-1-naphthalenyloxy)piperidine is produced.